describe an organic reaction: reactants, conditions, products, and yield From a dataset of the Open Reaction Database (ORD), a public repository of structured organic reaction records. RXN SMILES: [CH3:1][c:2]1[cH:3][cH:4][c:5]2[c:6]([n:7]([CH:11]3[CH2:12][CH2:13][N:14]([C:17]([O:18][C:19]([CH3:20])([CH3:21])[CH3:22])=[O:23])[CH2:15][CH2:16]3)[c:8](=[O:10])[nH:9]2)[cH:24]1.[CH3:35][OH:36].[Cl:32][CH2:33][Cl:34].[ClH:25].[O:26]1[CH2:27][CH2:28][O:29][CH2:30][CH2:31]1>>[CH3:1][c:2]1[cH:3][cH:4][c:5]2[c:6]([n:7]([CH:11]3[CH2:12][CH2:13][NH:14][CH2:15][CH2:16]3)[c:8](=[O:10])[nH:9]2)[cH:24]1.[ClH:25]. The product is Cc1ccc2[nH]c(=O)n(C3CCNCC3)c2c1, Cl. Reactants: Cc1ccc2[nH]c(=O)n(C3CCN(C(=O)OC(C)(C)C)CC3)c2c1, CO, ClCCl, Cl, C1COCCO1. The reactants are FC1=C(CN2N=C(N=C2C=2SC=CN2)C2=NC(=C(C(=N2)N)N=NC2=CC=CC=C2)N)C=CC=C1 (2-(1-(2-fluorobenzyl)-5-(thiazol-2-yl)-1H-1,2,4-triazol-3-yl)-5-(phenyldiazenyl)pyrimidine-4,6-diamine), [OH-].[Na+] (sodium hydroxide), S(=O)([O-])S(=O)[O-].[Na+].[Na+] (sodium dithionite), CC#N.CO.C(Cl)Cl (CH3CN MeOH CH2Cl2). Run in CN(C)C=O (DMF), C(Cl)Cl (CH2Cl2). Conditions: temperature 150 celsius, time 2 hour. Yields the product FC1=C(CN2N=C(N=C2C=2SC=CN2)C2=NC(=C(C(=N2)N)N)N)C=CC=C1 (2-(1-(2-fluorobenzyl)-5-(thiazol-2-yl)-1H-1,2,4-triazol-3-yl)pyrimidin-4,5,6-triamine). Yield: 89.0%. RXN SMILES: [F:1][C:2]1[CH:34]=[CH:33][CH:32]=[CH:31][C:3]=1[CH2:4][N:5]1[C:9]([C:10]2[S:11][CH:12]=[CH:13][N:14]=2)=[N:8][C:7]([C:15]2[N:20]=[C:19]([NH2:21])[C:18]([N:22]=NC3C=CC=CC=3)=[C:17]([NH2:30])[N:16]=2)=[N:6]1.[OH-].[Na+].S(S([O-])=O)([O-])=O.[Na+].[Na+].CC#N.CO.C(Cl)Cl>CN(C=O)C.C(Cl)Cl>[F:1][C:2]1[CH:34]=[CH:33][CH:32]=[CH:31][C:3]=1[CH2:4][N:5]1[C:9]([C:10]2[S:11][CH:12]=[CH:13][N:14]=2)=[N:8][C:7]([C:15]2[N:20]=[C:19]([NH2:21])[C:18]([NH2:22])=[C:17]([NH2:30])[N:16]=2)=[N:6]1 |f:1.2,3.4.5,6.7.8|. Procedure details: To a solution of 2-(1-(2-fluorobenzyl)-5-(thiazol-2-yl)-1H-1,2,4-triazol-3-yl)-5-(phenyldiazenyl)pyrimidine-4,6-diamine (Intermediate-7, 0.38 mmol) in DMF (2.5 mL) was added sodium hydroxide solution (2N, 3 equiv) and sodium dithionite (5.5 equiv). The reaction was heated to 150° C. and stirred for 2 h. The reaction mixture was diluted with CH2Cl2 and filtered. The filtrate was conc. and purified using SiO2 chromatography and an appropriate gradient (CH3CN/MeOH/CH2Cl2) to afford 2-(1-(2-fluorobe... Reactants: CCOC(=O)C=Cc1ccc(C(=O)O)cc1, Cc1ccccc1, CN(C)C=O, O=S(Cl)Cl. Product: CCOC(=O)C=Cc1ccc(C(=O)Cl)cc1. As a reaction SMILES: [C:1](=[O:2])([OH:3])[c:4]1[cH:5][cH:6][c:7]([CH:8]=[CH:9][C:10](=[O:11])[O:12][CH2:13][CH3:14])[cH:15][cH:16]1.[CH3:21][c:22]1[cH:23][cH:24][cH:25][cH:26][cH:27]1.[CH3:28][N:29]([CH3:30])[CH:31]=[O:32].[S:17]([Cl:18])([Cl:19])=[O:20]>>[C:1](=[O:2])([c:4]1[cH:5][cH:6][c:7]([CH:8]=[CH:9][C:10](=[O:11])[O:12][CH2:13][CH3:14])[cH:15][cH:16]1)[Cl:19]. Reactants: NC=1C(=C(C=CC1F)O)C (3-amino-4-fluoro-2-methyl-phenol), C(=O)([O-])[O-].[Na+].[Na+] (Na2CO3), FC=1C=C(C=CC1)C=1C=C(C(=C(C(=O)O)C1)C)C (5-(3-fluorophenyl)-2,3-dimethyl-benzoic acid), C(C(=O)Cl)(=O)Cl (oxalyl chloride). The solvent is C1CCOC1 (THF), C1CCOC1 (THF), C(Cl)Cl (CH2Cl2), CN(C)C=O (DMF). Conditions: time 1 hour. Product: FC1=CC=C(C(=C1NC(C1=C(C(=CC(=C1)C1=CC(=CC=C1)F)C)C)=O)C)O (N-(6-Fluoro-3-hydroxy-2-methyl-phenyl)-5-(3-fluorophenyl)-2,3-dimethyl-benzamide). Yield: 40.8%. Reaction SMILES: [F:1][C:2]1[CH:3]=[C:4]([C:8]2[CH:9]=[C:10]([CH3:18])[C:11]([CH3:17])=[C:12]([CH:16]=2)[C:13]([OH:15])=O)[CH:5]=[CH:6][CH:7]=1.C(Cl)(=O)C(Cl)=O.[NH2:25][C:26]1[C:27]([CH3:34])=[C:28]([OH:33])[CH:29]=[CH:30][C:31]=1[F:32].C([O-])([O-])=O.[Na+].[Na+]>C(Cl)Cl.C1COCC1.CN(C=O)C>[F:32][C:31]1[C:26]([NH:25][C:13](=[O:15])[C:12]2[CH:16]=[C:8]([C:4]3[CH:5]=[CH:6][CH:7]=[C:2]([F:1])[CH:3]=3)[CH:9]=[C:10]([CH3:18])[C:11]=2[CH3:17])=[C:27]([CH3:34])[C:28]([OH:33])=[CH:29][CH:30]=1 |f:3.4.5|. Procedure: To a solution of 5-(3-fluorophenyl)-2,3-dimethyl-benzoic acid (intermediate III(m)) (500 mg, 2.0 mmol, 1.0 eq) in CH2Cl2 (10 mL) at 0° C. was added oxalyl chloride (770 mg, 6.1 mmol, 3.0 eq) and DMF (0.1 mL) and the reaction was stirred for 1 h. The solvent and excess reagent were removed under reduced pressure and the residue obtained was dissolved in THF (10 mL) and added to a mixture of 3-amino-4-fluoro-2-methyl-phenol (intermediate X(e)) (280 mg, 2.0 mmol, 1.0 eq) and Na2CO3 (860 mg, 8.1 mmo... The reactants are CCCCNC(=O)NS(=O)(=O)Cc1ccccc1S(C)(=O)=O, O=C(Cl)Cl, C1CN2CCN1CC2. Product: CS(=O)(=O)c1ccccc1CS(=O)(=O)N=C=O. RXN SMILES: [CH2:1]([NH:2][C:6](=[O:7])[NH:8][S:9](=[O:10])(=[O:11])[CH2:12][c:13]1[c:14]([S:19](=[O:20])(=[O:21])[CH3:22])[cH:15][cH:16][cH:17][cH:18]1)[CH2:3][CH2:4][CH3:5].[Cl:31][C:32](=[O:33])[Cl:34].[N:23]12[CH2:24][CH2:25][N:26]([CH2:27][CH2:28]1)[CH2:29][CH2:30]2>>[C:6](=[O:7])=[N:8][S:9](=[O:10])(=[O:11])[CH2:12][c:13]1[c:14]([S:19](=[O:20])(=[O:21])[CH3:22])[cH:15][cH:16][cH:17][cH:18]1. Reactants: COc1cc(C)c(S(=O)(=O)N2CCCCC2COCC(=O)N2CCN(C(=O)OC(C)(C)C)CC2)c(C)c1, ClCCl, O=C(O)C(F)(F)F. The product is COc1cc(C)c(S(=O)(=O)N2CCCCC2COCC(=O)N2CCNCC2)c(C)c1. Reaction SMILES: [CH3:8][O:9][c:10]1[cH:11][c:12]([CH3:44])[c:13]([S:17](=[O:18])(=[O:19])[N:20]2[CH:21]([CH2:26][O:27][CH2:28][C:29](=[O:30])[N:31]3[CH2:32][CH2:33][N:34]([C:37]([O:38][C:39]([CH3:40])([CH3:41])[CH3:42])=[O:43])[CH2:35][CH2:36]3)[CH2:22][CH2:23][CH2:24][CH2:25]2)[c:14]([CH3:16])[cH:15]1.[Cl:45][CH2:46][Cl:47].[OH:1][C:2]([C:3]([F:4])([F:5])[F:6])=[O:7]>>[CH3:8][O:9][c:10]1[cH:11][c:12]([CH3:44])[c:13]([S:17](=[O:18])(=[O:19])[N:20]2[CH:21]([CH2:26][O:27][CH2:28][C:29](=[O:30])[N:31]3[CH2:32][CH2:33][NH:34][CH2:35][CH2:36]3)[CH2:22][CH2:23][CH2:24][CH2:25]2)[c:14]([CH3:16])[cH:15]1.